This data is from the Open Reaction Database (ORD), a public repository of structured organic reaction records. The task is: describe an organic reaction: reactants, conditions, products, and yield Reactants: CCOC(C)=O, CCCCCC, N#CC1=C(C#N)C(=O)C(Cl)=C(Cl)C1=O, C1COCCO1, C=CCC1C(=O)C=CC1O. Yields the product C=CCC1C(=O)C=CC1=O. Reaction SMILES: [C:37]([O:38][CH2:39][CH3:40])(=[O:41])[CH3:42].[CH3:31][CH2:32][CH2:33][CH2:34][CH2:35][CH3:36].[Cl:17][C:18]1=[C:29]([Cl:30])[C:27](=[O:28])[C:24]([C:25]#[N:26])=[C:21]([C:22]#[N:23])[C:19]1=[O:20].[O:1]1[CH2:2][CH2:3][O:4][CH2:5][CH2:6]1.[OH:7][CH:8]1[CH:9]=[CH:10][C:11](=[O:16])[CH:12]1[CH2:13][CH:14]=[CH2:15]>>[O:7]=[C:8]1[CH:9]=[CH:10][C:11](=[O:16])[CH:12]1[CH2:13][CH:14]=[CH2:15]. Reactants: CC1=CC=C(S1)C(=O)Cl (5-methyl-thiophene-2-carbonyl chloride), CN(C1CN(CC1)C1=CC=C(C=2N=C(SC21)N)OC)C (7-(3-dimethylamino-pyrrolidin-1-yl)-4-methoxy-benzothiazol-2-yl-amine). The product is CN(C1CN(CC1)C1=CC=C(C=2N=C(SC21)NC(=O)C=2SC(=CC2)C)OC)C (5-Methyl-thiophene-2-carboxylic acid [7-(3-dimethylamino-pyrrolidin-1-yl)-4-methoxy-benzothiazol-2-yl]-amide). Reaction SMILES: [CH3:1][C:2]1[S:6][C:5]([C:7](Cl)=[O:8])=[CH:4][CH:3]=1.[CH3:10][N:11]([CH3:29])[CH:12]1[CH2:16][CH2:15][N:14]([C:17]2[C:25]3[S:24][C:23]([NH2:26])=[N:22][C:21]=3[C:20]([O:27][CH3:28])=[CH:19][CH:18]=2)[CH2:13]1>>[CH3:10][N:11]([CH3:29])[CH:12]1[CH2:16][CH2:15][N:14]([C:17]2[C:25]3[S:24][C:23]([NH:26][C:7]([C:5]4[S:6][C:2]([CH3:1])=[CH:3][CH:4]=4)=[O:8])=[N:22][C:21]=3[C:20]([O:27][CH3:28])=[CH:19][CH:18]=2)[CH2:13]1. Reported procedure: Using 5-methyl-thiophene-2-carbonyl chloride and 7-(3-dimethylamino-pyrrolidin-1-yl)-4-methoxy-benzothiazol-2-yl-amine the title compound was prepared using the general method of example 1 as yellow solid (90%), MS: m/e=417 (M+H+). Starting materials: FC=1C(=NC=CC1SC1=CN=C(S1)NC1=NC=CC(=C1)C)C(=O)NCC1(CCNCC1)C1=CC=CC=C1 (3-Fluoro-4-(2-(4-methylpyridin-2-ylamino)thiazol-5-ylthio)-N-((4-phenylpiperidin-4-yl)methyl)picolinamide), C(C)(C)(C)OC(=O)N[C@H](C(=O)O)CC(=O)O ((S)-2-(tert-butoxycarbonylamino)succinic acid). Product: N[C@@H](CC(=O)O)C(=O)N1CCC(CC1)(C1=CC=CC=C1)CNC(C1=NC=CC(=C1F)SC1=CN=C(S1)NC1=NC=CC(=C1)C)=O ((S)-3-amino-4-(4-((3-fluoro-4-(2-(4-methylpyridin-2-ylamino)thiazol-5-ylthio)picolinamido)methyl)-4-phenylpiperidin-1-yl)-4-oxobutanoic acid). Reaction SMILES: [F:1][C:2]1[C:3]([C:22]([NH:24][CH2:25][C:26]2([C:32]3[CH:37]=[CH:36][CH:35]=[CH:34][CH:33]=3)[CH2:31][CH2:30][NH:29][CH2:28][CH2:27]2)=[O:23])=[N:4][CH:5]=[CH:6][C:7]=1[S:8][C:9]1[S:13][C:12]([NH:14][C:15]2[CH:20]=[C:19]([CH3:21])[CH:18]=[CH:17][N:16]=2)=[N:11][CH:10]=1.C(OC([NH:45][C@@H:46]([CH2:50][C:51]([OH:53])=[O:52])[C:47](O)=[O:48])=O)(C)(C)C>>[NH2:45][C@H:46]([C:47]([N:29]1[CH2:28][CH2:27][C:26]([CH2:25][NH:24][C:22](=[O:23])[C:3]2[C:2]([F:1])=[C:7]([S:8][C:9]3[S:13][C:12]([NH:14][C:15]4[CH:20]=[C:19]([CH3:21])[CH:18]=[CH:17][N:16]=4)=[N:11][CH:10]=3)[CH:6]=[CH:5][N:4]=2)([C:32]2[CH:33]=[CH:34][CH:35]=[CH:36][CH:37]=2)[CH2:31][CH2:30]1)=[O:48])[CH2:50][C:51]([OH:53])=[O:52]. Procedure: Following the procedure given for example 94, 3-fluoro-4-(2-(4-methylpyridin-2-ylamino)thiazol-5-ylthio)-N-((4-phenylpiperidin-4-yl)methyl)picolinamide (compound example 11) was reacted with (S)-2-(tert-butoxycarbonylamino)succinic acid give the title compound. LC/MS (M+H)+: 650. Ret. time: 1.12 min. (Condition G); analytical HPLC Ret. time: 6.33 min (Condition Q). Conditions: time 2 hour. Procedure: Dichloromethane (4 mL) was added to a vial containing (4-ethyl-5-pyridin-4-yl-4H-[1,2,4]triazol-3-yl)-methanol (56.7 mg, 0.279 mmol) and manganese dioxide (364.3 mg, 4.19 mmol) was added. The vial was sealed and the reaction was allowed to stir for two hours. The reaction was filtered through celite and concentrated to yield the title compound. 1H NMR (CDCl3) δ (ppm): 10.21 (s, 1H), 8.88 (d, 2H), 7.63 (d, 2H), 4.45 (q, 2H), 1.48 (t, 3H). Product: C(C)N1C(=NN=C1C1=CC=NC=C1)C=O (4-Ethyl-5-pyridin-4-yl-4H-[1,2,4]triazole-3-carbaldehyde). As a reaction SMILES: [CH2:1]([N:3]1[C:7]([C:8]2[CH:13]=[CH:12][N:11]=[CH:10][CH:9]=2)=[N:6][N:5]=[C:4]1[CH2:14][OH:15])[CH3:2]>[O-2].[O-2].[Mn+4].ClCCl>[CH2:1]([N:3]1[C:7]([C:8]2[CH:13]=[CH:12][N:11]=[CH:10][CH:9]=2)=[N:6][N:5]=[C:4]1[CH:14]=[O:15])[CH3:2] |f:1.2.3|. The reagents and catalysts are [O-2].[O-2].[Mn+4] (manganese dioxide). Reactants: C(C)N1C(=NN=C1C1=CC=NC=C1)CO ((4-ethyl-5-pyridin-4-yl-4H-[1,2,4]triazol-3-yl)-methanol). The solvent is ClCCl (Dichloromethane). The reactants are COc1ccc(CCC(=O)O)cc1Cl, O. Yields the product COc1cc2c(cc1Cl)CCC2=O. RXN SMILES: [Cl:1][c:2]1[cH:3][c:4]([CH2:10][CH2:11][C:12](=[O:13])[OH:14])[cH:5][cH:6][c:7]1[O:8][CH3:9].[OH2:15]>>[Cl:1][c:2]1[cH:3][c:4]2[c:5]([cH:6][c:7]1[O:8][CH3:9])[C:12](=[O:14])[CH2:11][CH2:10]2. Starting materials: Cn1cc2ccc(NC(=O)c3ccccc3NCc3ccnc(Br)c3)cc2n1, O=C([O-])[O-], [Cs+], [Cs+], CN(C)C=O, C1COCCO1, O=C(C=Cc1ccccc1)C=Cc1ccccc1, O=C(C=Cc1ccccc1)C=Cc1ccccc1, O=C(C=Cc1ccccc1)C=Cc1ccccc1, [Pd], [Pd], NC(=O)N1CCSCC1. Product: Cn1cc2ccc(NC(=O)c3ccccc3NCc3ccnc(NC(=O)N4CCSCC4)c3)cc2n1. RXN SMILES: [Br:1][c:2]1[n:3][cH:4][cH:5][c:6]([CH2:8][NH:9][c:10]2[c:11]([C:12](=[O:13])[NH:14][c:15]3[cH:16][cH:17][c:18]4[cH:19][n:20]([CH3:24])[n:21][c:22]4[cH:23]3)[cH:25][cH:26][cH:27][cH:28]2)[cH:7]1.[C:34](=[O:35])([O-:36])[O-:37].[Cs+:38].[Cs+:39].[O:29]=[CH:30][N:31]([CH3:32])[CH3:33].[O:49]1[CH2:50][CH2:51][O:52][CH2:53][CH2:54]1.[O:57]=[C:58]([CH:59]=[CH:60][c:61]1[cH:62][cH:63][cH:64][cH:65][cH:66]1)[CH:67]=[CH:68][c:69]1[cH:70][cH:71][cH:72][cH:73][cH:74]1.[O:75]=[C:76]([CH:77]=[CH:78][c:79]1[cH:80][cH:81][cH:82][cH:83][cH:84]1)[CH:85]=[CH:86][c:87]1[cH:88][cH:89][cH:90][cH:91][cH:92]1.[O:93]=[C:94]([CH:95]=[CH:96][c:97]1[cH:98][cH:99][cH:100][cH:101][cH:102]1)[CH:103]=[CH:104][c:105]1[cH:106][cH:107][cH:108][cH:109][cH:110]1.[Pd:55].[Pd:56].[S:40]1[CH2:41][CH2:42][N:43]([C:46](=[O:47])[NH2:48])[CH2:44][CH2:45]1>>[c:2]1([NH:48][C:46]([N:43]2[CH2:42][CH2:41][S:40][CH2:45][CH2:44]2)=[O:47])[n:3][cH:4][cH:5][c:6]([CH2:8][NH:9][c:10]2[c:11]([C:12](=[O:13])[NH:14][c:15]3[cH:16][cH:17][c:18]4[cH:19][n:20]([CH3:24])[n:21][c:22]4[cH:23]3)[cH:25][cH:26][cH:27][cH:28]2)[cH:7]1.